Dataset: the Open Reaction Database (ORD), a public repository of structured organic reaction records. Task: describe an organic reaction: reactants, conditions, products, and yield The reactants are O=C1NC=2C(=C3C(=NC2)NC=C3)N1C1C3CC2(CC(CC1C2)C3)C(=O)O (4-(2-Oxo-3,6-dihydroimidazo[4,5-d]pyrrolo[2,3-b]pyridine-1(2H)-yl)adamantan-1-carboxylic acid), Cl.NCC#N (aminoacetonitrile hydrochloride), ON1N=NC2=C1C=CC=C2 (1-hydroxybenzotriazole), C(C)(C)N(CC)C(C)C (diisopropylethylamine), Cl.C(C)N=C=NCCCN(C)C (1-ethyl-3-(3-dimethylaminopropyl)-carbodiimide hydrochloride). Run in O (water), C(C)(=O)OCC (ethyl acetate), CN(C=O)C (N,N-dimethyl formamide). Run at time 8 hour. Product: C(#N)CNC(=O)C12CC3C(C(CC(C1)C3)C2)N2C(NC=3C2=C2C(=NC3)NC=C2)=O (N-(cyanomethyl)-4-(2-oxo-3,6-dihydroimidazo[4,5-d]pyrrolo[2,3-b]pyridine-1(2H)-yl)adamantan-1-carboxamide). Yield: 41.5%. As a reaction SMILES: [O:1]=[C:2]1[N:13]([CH:14]2[CH:21]3[CH2:22][C:17]4([C:24](O)=[O:25])[CH2:18][CH:19]([CH2:23][CH:15]2[CH2:16]4)[CH2:20]3)[C:5]2=[C:6]3[CH:12]=[CH:11][NH:10][C:7]3=[N:8][CH:9]=[C:4]2[NH:3]1.Cl.[NH2:28][CH2:29][C:30]#[N:31].ON1C2C=CC=CC=2N=N1.C(N(C(C)C)CC)(C)C.Cl.C(N=C=NCCCN(C)C)C>CN(C)C=O.O.C(OCC)(=O)C>[C:29]([CH2:30][NH:31][C:24]([C:17]12[CH2:22][CH:21]3[CH2:20][CH:19]([CH2:23][CH:15]([CH:14]3[N:13]3[C:5]4=[C:6]5[CH:12]=[CH:11][NH:10][C:7]5=[N:8][CH:9]=[C:4]4[NH:3][C:2]3=[O:1])[CH2:16]1)[CH2:18]2)=[O:25])#[N:28] |f:1.2,5.6|. Procedure details: 4-(2-Oxo-3,6-dihydroimidazo[4,5-d]pyrrolo[2,3-b]pyridine-1(2H)-yl)adamantan-1-carboxylic acid (50 mg) was suspended in N,N-dimethyl formamide (1 ml). To the suspension were added aminoacetonitrile hydrochloride (17 mg), 1-hydroxybenzotriazole (28 mg), diisopropylethylamine (62 μl), and 1-ethyl-3-(3-dimethylaminopropyl)-carbodiimide hydrochloride (41 mg) successively, and the mixture was stirred overnight at ambient temperature. To the reaction solution were added ethyl acetate and water, and the... Reactants: [BH4-].[Na+] (sodium borohydride), FC1=CC=C(C=C1)C=1C(=C(SC1C1=CC=CC=C1)C(C)C)C=CC(CC(CC(=O)OCC)=O)O (7-[4-(4-fluorophenyl)-2-isopropyl-5-phenylthien-3-yl]-5-hydroxy-3-oxo-hept-6-enoic acid, ethyl ester), C(C)B(CC)CC (triethylborane). Solvent: CO (methanol), C1CCOC1 (THF), C1CCOC1 (THF). Conditions: time 3 hour. Yields the product FC1=CC=C(C=C1)C=1C(=C(SC1C1=CC=CC=C1)C(C)C)C=CC(CC(CC(=O)OCC)O)O (7-[4-(4-fluorophenyl)-2-isopropyl-5-phenylthien-3-yl]-3,5-dihydroxy-hept-6-enoic acid, ethyl ester). Yield: 43.5%. RXN SMILES: [F:1][C:2]1[CH:7]=[CH:6][C:5]([C:8]2[C:9]([CH:22]=[CH:23][CH:24]([OH:34])[CH2:25][C:26](=[O:33])[CH2:27][C:28]([O:30][CH2:31][CH3:32])=[O:29])=[C:10]([CH:19]([CH3:21])[CH3:20])[S:11][C:12]=2[C:13]2[CH:18]=[CH:17][CH:16]=[CH:15][CH:14]=2)=[CH:4][CH:3]=1.C(B(CC)CC)C.[BH4-].[Na+]>C1COCC1.CO>[F:1][C:2]1[CH:3]=[CH:4][C:5]([C:8]2[C:9]([CH:22]=[CH:23][CH:24]([OH:34])[CH2:25][CH:26]([OH:33])[CH2:27][C:28]([O:30][CH2:31][CH3:32])=[O:29])=[C:10]([CH:19]([CH3:21])[CH3:20])[S:11][C:12]=2[C:13]2[CH:18]=[CH:17][CH:16]=[CH:15][CH:14]=2)=[CH:6][CH:7]=1 |f:2.3|. Procedure details: To a solution of 5.5 g of the title product of Step 4, above, in 100 ml of THF was added 12 ml of a 1.0 m solution of triethylborane in THF. After stirring at R.T. for 3 hours, the mixture was cooled to -78°, then 450 mg of sodium borohydride was added. The mixture was stirred at -78° for 24 hours. The reaction was then quenched with saturated aq. ammonium chloride solution, and extracted twice with MTBE. The extracts were combined and solvent was removed under reduced pressure to obtain a resid... The reactants are C(C)OP(OCC)(=O)C=C1C2=C(N(CCN1)C)C=C(C=C2)Cl ((8-chloro-1-methyl-1,2,3,4-tetrahydrobenzo[e][1,4]diazepin-5-ylidenemethyl)phosphonic acid diethyl ester), C1(=CC=CC=C1)B(O)O (phenylboronic acid), tris-(dibenzylideneacetone) palladium (0), [F-].[Cs+] (caesium fluoride). Reagents/catalysts: C1(CCCCC1)P(C1CCCCC1)C1CCCCC1 (tricyclohexylphosphine). Run in O1CCOCC1 (dioxane). Conditions: temperature 80 celsius. Product: C(C)OP(OCC)(=O)C=C1C2=C(N(CCN1)C)C=C(C=C2)C2=CC=CC=C2 ((1-methyl-8-phenyl-1,2,3,4-tetrahydro-benzo[e][1,4]diazepin-5-ylidenemethyl)phosphonic acid diethyl ester). Yield: 70.8%. As a reaction SMILES: [CH2:1]([O:3][P:4]([CH:9]=[C:10]1[NH:16][CH2:15][CH2:14][N:13]([CH3:17])[C:12]2[CH:18]=[C:19](Cl)[CH:20]=[CH:21][C:11]1=2)(=[O:8])[O:5][CH2:6][CH3:7])[CH3:2].[C:23]1(B(O)O)[CH:28]=[CH:27][CH:26]=[CH:25][CH:24]=1.[F-].[Cs+]>O1CCOCC1.C1(P(C2CCCCC2)C2CCCCC2)CCCCC1>[CH2:1]([O:3][P:4]([CH:9]=[C:10]1[NH:16][CH2:15][CH2:14][N:13]([CH3:17])[C:12]2[CH:18]=[C:19]([C:23]3[CH:28]=[CH:27][CH:26]=[CH:25][CH:24]=3)[CH:20]=[CH:21][C:11]1=2)(=[O:8])[O:5][CH2:6][CH3:7])[CH3:2] |f:2.3|. Procedure details: To 286 mg (0.83 mmol) of (8-chloro-1-methyl-1,2,3,4-tetrahydrobenzo[e][1,4]diazepin-5-ylidenemethyl)phosphonic acid diethyl ester (prepared as described in Example 48) in 1 ml of dioxane was added 106 mg (0.87 mmol) of phenylboronic acid, 8.4 mg (0.03 mmol) of tricyclohexylphosphine, 11.5 mg 0.013 mmol)of tris-(dibenzylideneacetone)-palladium (0) and 152 mg of caesium fluoride. The mixture was heated at 80° C. for 14 hours. The mixture was purified by column chromatography (20 g IST pre-packed c... The reactants are Cc1ccc(NC(=O)c2ccc([N+](=O)[O-])c(NCCO)c2)cc1C, CO. Yields the product Cc1ccc(NC(=O)c2ccc(N)c(NCCO)c2)cc1C. Reaction SMILES: [CH3:1][c:2]1[cH:3][c:4]([NH:9][C:10]([c:11]2[cH:12][c:13]([NH:20][CH2:21][CH2:22][OH:23])[c:14]([N+:17]([O-:18])=[O:19])[cH:15][cH:16]2)=[O:24])[cH:5][cH:6][c:7]1[CH3:8].[CH3:25][OH:26]>>[CH3:1][c:2]1[cH:3][c:4]([NH:9][C:10]([c:11]2[cH:12][c:13]([NH:20][CH2:21][CH2:22][OH:23])[c:14]([NH2:17])[cH:15][cH:16]2)=[O:24])[cH:5][cH:6][c:7]1[CH3:8]. Starting materials: O=CC1=CC=C(C(=C1)C)C. The reagents and catalysts are NC(C)(C)C, O1BOC(C)(C)C1(C)C, O1B(OC(C)(C)C1(C)C)B2OC(C)(C)C(O2)(C)C, N1=CC=CC2=CC=CC(N)=C12, C[OH2+].C[OH2+].C1CC=CCCC=C1.C1CC=CCCC=C1.[Ir].[Ir]. Run in O1CCCC1. Run at temperature 90 celsius, time 12 hour. Product: O=CC=1C=C(C(=CC1B2OC(C)(C)C(O2)(C)C)C)C. The yield is 56.0%. Reactants: NC=1C=C(C=CC1N)C(=O)C1=C(C(=O)OC)C=CC=C1 (methyl 2-[(3,4-diaminophenyl)carbonyl]benzoate), COC(=O)N=C=S (methyl isothiocyanatidocarbonate), C1CCC(CC1)N=C=NC2CCCCC2 (DCC). Solvent: C(C)#N.C1=CC=CC=C1 (acetonitrile benzene). Product: COC(=O)NC1=NC2=C(N1)C=CC(=C2)C(=O)C2=C(C(=O)OC)C=CC=C2 (methyl 2-[(2-{[(methoxy)carbonyl]amino}-1H-benzimidazol-5-yl)carbonyl]benzoate). The yield is 70.8%. Reaction SMILES: [NH2:1][C:2]1[CH:3]=[C:4]([C:9]([C:11]2[CH:20]=[CH:19][CH:18]=[CH:17][C:12]=2[C:13]([O:15][CH3:16])=[O:14])=[O:10])[CH:5]=[CH:6][C:7]=1[NH2:8].[CH3:21][O:22][C:23]([N:25]=[C:26]=S)=[O:24].C1CCC(N=C=NC2CCCCC2)CC1>C(#N)C.C1C=CC=CC=1>[CH3:21][O:22][C:23]([NH:25][C:26]1[NH:8][C:7]2[CH:6]=[CH:5][C:4]([C:9]([C:11]3[CH:20]=[CH:19][CH:18]=[CH:17][C:12]=3[C:13]([O:15][CH3:16])=[O:14])=[O:10])=[CH:3][C:2]=2[N:1]=1)=[O:24] |f:3.4|. Reported procedure: To a solution of methyl 2-[(3,4-diaminophenyl)carbonyl]benzoate (134 mg, 0.50 mmol) in a mixture of acetonitrile-benzene (1:1, 5 mL) methyl isothiocyanatidocarbonate (70 mg, 0.60 mmol) was added followed by the addition of DCC (153 mg, 0.75 mmol) and the reaction mixture was heated to reflux for 18 h. After cooling to room temperature the reaction mixture was concentrated. The residue was triturated with diethyl ether (2×, 10 mL) and the pale orange solid was collected by filtration to give meth... Starting materials: CC(=O)OC(C)=O, OCc1cc(CCCCCCCOc2ccc(C3=NCCO3)cc2)on1, O, c1ccncc1. Product: CC(=O)O, OCc1cc(CCCCCCCOc2ccc(C3=NCCO3)cc2)on1. RXN SMILES: [CH3:27][C:28](=[O:29])[O:30][C:31](=[O:32])[CH3:33].[O:1]1[C:2]([c:6]2[cH:7][cH:8][c:9]([O:10][CH2:11][CH2:12][CH2:13][CH2:14][CH2:15][CH2:16][CH2:17][c:18]3[cH:19][c:20]([CH2:23][OH:24])[n:21][o:22]3)[cH:25][cH:26]2)=[N:3][CH2:4][CH2:5]1.[OH2:34].[cH:35]1[cH:36][cH:37][n:38][cH:39][cH:40]1>>[CH3:27][C:28](=[O:29])[OH:30].[O:1]1[C:2]([c:6]2[cH:7][cH:8][c:9]([O:10][CH2:11][CH2:12][CH2:13][CH2:14][CH2:15][CH2:16][CH2:17][c:18]3[cH:19][c:20]([CH2:23][OH:24])[n:21][o:22]3)[cH:25][cH:26]2)=[N:3][CH2:4][CH2:5]1.